describe an organic reaction: reactants, conditions, products, and yield From a dataset of the Open Reaction Database (ORD), a public repository of structured organic reaction records. Starting materials: Intermediate 6, C(#N)C=1C=C(N)C=CC1 (3-cyanoaniline), CN1C(C(N(CC1)C1=NC(=NC=C1)NC=1C=C(C#N)C=CC1)C1=CC=CC=C1)=O (3-[4-(4-Methyl-3-oxo-2-phenyl-piperazin-1-yl)-pyrimidin-2-ylamino]-benzonitrile), CC1=CC=C(C=C1)S(=O)(=O)O (tosic acid). The product is C(C=C)N1C(C(N(CC1)C1=NC(=NC=C1)NC=1C=C(C#N)C=CC1)C1=CC=CC=C1)=O (3-[4-(4Allyl-3-oxo-2-phenyl-piperazin-1-yl)-pyrimidin-2-ylamino]-benzonitrile). Isolated yield 57.0%. Reaction SMILES: [C:1]([C:3]1C=C(C=CC=1)N)#N.[CH3:10][N:11]1[CH2:16][CH2:15][N:14]([C:17]2[CH:22]=[CH:21][N:20]=[C:19]([NH:23][C:24]3[CH:25]=[C:26]([CH:29]=[CH:30][CH:31]=3)[C:27]#[N:28])[N:18]=2)[CH:13]([C:32]2[CH:37]=[CH:36][CH:35]=[CH:34][CH:33]=2)[C:12]1=[O:38].CC1C=CC(S(O)(=O)=O)=CC=1>>[CH2:10]([N:11]1[CH2:16][CH2:15][N:14]([C:17]2[CH:22]=[CH:21][N:20]=[C:19]([NH:23][C:24]3[CH:25]=[C:26]([CH:29]=[CH:30][CH:31]=3)[C:27]#[N:28])[N:18]=2)[CH:13]([C:32]2[CH:33]=[CH:34][CH:35]=[CH:36][CH:37]=2)[C:12]1=[O:38])[CH:1]=[CH2:3]. Procedure: Intermediate 6, (0.10 g, 0.30 mmol) and 3-cyanoaniline (0.05 g, 0.45 mmol) were reacted together following the procedure detailed for the compound of Example 2, with the addition of an equivalent of tosic acid which eventually gave the title compound as a white solid (0.07 g, 57%). Starting materials: O(C)C1=C(CO)C(=CC=C1)OC (2,6-Dimethoxylbenzyl alcohol), N(=NC(=O)OC(C)C)C(=O)OC(C)C (diisopropyl azodicarboxylate), OC=1C=C(C=CC1)CC(=O)OCC (Ethyl 2-(3-hydroxyphenyl)acetate), C1(=CC=CC=C1)P(C1=CC=CC=C1)C1=CC=CC=C1 (triphenylphosphine). Run in C1CCOC1 (THF), C1CCOC1 (THF), CCOCC (ether). Conditions: time 8 hour. Yields the product COC1=C(COC=2C=C(C=CC2)CC(=O)OCC)C(=CC=C1)OC (Ethyl 2-(3-(2,6-Dimethoxybenzyloxy)phenyl)acetate). RXN SMILES: [O:1]([C:3]1[CH:10]=[CH:9][CH:8]=[C:7]([O:11][CH3:12])[C:4]=1[CH2:5][OH:6])[CH3:2].N(C(OC(C)C)=O)=NC(OC(C)C)=O.O[C:28]1[CH:29]=[C:30]([CH2:34][C:35]([O:37][CH2:38][CH3:39])=[O:36])[CH:31]=[CH:32][CH:33]=1.C1(P(C2C=CC=CC=2)C2C=CC=CC=2)C=CC=CC=1>C1COCC1.CCOCC>[CH3:2][O:1][C:3]1[CH:10]=[CH:9][CH:8]=[C:7]([O:11][CH3:12])[C:4]=1[CH2:5][O:6][C:32]1[CH:31]=[C:30]([CH2:34][C:35]([O:37][CH2:38][CH3:39])=[O:36])[CH:29]=[CH:28][CH:33]=1. Reported procedure: A solution of 2,6-Dimethoxylbenzyl alcohol (3.33 g, 19.8 mmol) and diisopropyl azodicarboxylate (DIAD, 4.36 g, 21.6 mmol) in THF (30 ml) was added drop wise to a solution of Ethyl 2-(3-hydroxyphenyl)acetate (4 g, 22.2 mmol) and triphenylphosphine (5.66 g, 21.6 mmol) in THF (80 ml). The reaction mixture was stirred at room temperature for 8 hours, diluted with ether and washed with water and brine. The organic layer was dried over Na2SO4, filtered, concentrated, and purified by flash chromatograp...